From a dataset of the Open Reaction Database (ORD), a public repository of structured organic reaction records. describe an organic reaction: reactants, conditions, products, and yield Starting materials: COC(COC1=CC(=C(C=C1)Cl)N)=O ((3-amino-4-chlorophenoxy)acetic acid methyl ester), C(C)OC(C(C(CC)=O)CC1=CC=C(C=C1)F)=O (2-(4-fluorobenzyl)-3-oxopentanoic acid ethyl ester), polyphosphoric acid. The solvent is O (water). Conditions: temperature 130 celsius. The product is COC(COC1=C2C(C(=C(NC2=C(C=C1)Cl)CC)CC1=CC=C(C=C1)F)O)=O ([8-chloro-2-ethyl-3-(4-fluorobenzyl)-4-hydroxy-1,4-dihydroquinolin-5-yloxy]acetic Acid Methyl Ester). As a reaction SMILES: [CH3:1][O:2][C:3](=[O:14])[CH2:4][O:5][C:6]1[CH:11]=[CH:10][C:9]([Cl:12])=[C:8]([NH2:13])[CH:7]=1.C([O:17][C:18](=O)[CH:19]([CH2:24][C:25]1[CH:30]=[CH:29][C:28]([F:31])=[CH:27][CH:26]=1)[C:20](=O)[CH2:21][CH3:22])C>O>[CH3:1][O:2][C:3](=[O:14])[CH2:4][O:5][C:6]1[CH:11]=[CH:10][C:9]([Cl:12])=[C:8]2[C:7]=1[CH:18]([OH:17])[C:19]([CH2:24][C:25]1[CH:26]=[CH:27][C:28]([F:31])=[CH:29][CH:30]=1)=[C:20]([CH2:21][CH3:22])[NH:13]2. Procedure details: A mixture of (3-amino-4-chlorophenoxy)acetic acid methyl ester (1.0 g), 2-(4-fluorobenzyl)-3-oxopentanoic acid ethyl ester (2.1 g) and polyphosphoric acid (10 g) was heated at 130° C. for 4 hours. The mixture was cooled to room temperature, diluted with water and extracted with ethyl acetate. The combined extracts were dried over magnesium sulfate and the solvent removed under reduced pressure. The residue was purified by column chromatography on silica gel, eluting with a mixture of dichloromet... Starting materials: Cc1c(Br)c(F)c2oc(C3CC3)nc2c1C#N, CC(C)(C)C1=C(O)C(C)(C(C)(C)C)CC=C1, CCCC[Sn](CCCC)(CCCC)c1ccccn1, Cc1ccccc1, Cl[Pd]Cl, c1ccc(P(c2ccccc2)c2ccccc2)cc1, c1ccc(P(c2ccccc2)c2ccccc2)cc1. The product is Cc1c(-c2ccccn2)c(F)c2oc(C3CC3)nc2c1C#N. Reaction SMILES: [Br:1][c:2]1[c:3]([F:17])[c:4]2[c:5]([n:6][c:7]([CH:9]3[CH2:10][CH2:11]3)[o:8]2)[c:12]([C:15]#[N:16])[c:13]1[CH3:14].[C:37]([C:38]1([CH3:39])[C:40]([OH:41])=[C:42]([C:43]([CH3:44])([CH3:45])[CH3:46])[CH:47]=[CH:48][CH2:49]1)([CH3:50])([CH3:51])[CH3:52].[CH2:18]([Sn:19]([CH2:20][CH2:21][CH2:22][CH3:29])([c:23]1[n:24][cH:25][cH:26][cH:27][cH:28]1)[CH2:30][CH2:31][CH2:32][CH3:33])[CH2:34][CH2:35][CH3:36].[CH3:53][c:54]1[cH:55][cH:56][cH:57][cH:58][cH:59]1.[Pd:60]([Cl:61])[Cl:62].[c:63]1([P:64]([c:65]2[cH:66][cH:67][cH:68][cH:69][cH:70]2)[c:71]2[cH:72][cH:73][cH:74][cH:75][cH:76]2)[cH:77][cH:78][cH:79][cH:80][cH:81]1.[c:82]1([P:83]([c:84]2[cH:85][cH:86][cH:87][cH:88][cH:89]2)[c:90]2[cH:91][cH:92][cH:93][cH:94][cH:95]2)[cH:96][cH:97][cH:98][cH:99][cH:100]1>>[c:2]1(-[c:23]2[n:24][cH:25][cH:26][cH:27][cH:28]2)[c:3]([F:17])[c:4]2[c:5]([n:6][c:7]([CH:9]3[CH2:10][CH2:11]3)[o:8]2)[c:12]([C:15]#[N:16])[c:13]1[CH3:14]. Starting materials: CNC(C=C(C1=CC=CC=C1)C1=CC=C2C=CN(C2=C1)C)=O (N-Methyl-3-(1-methyl-1H-indol-6-yl)-3-phenyl-acrylamide), N1C=CC2=CC=CC(=C12)C(CC(=O)NC)C1=CC=CC=C1 (3-(1H-Indol-7-yl)-N-methyl-3-phenyl-propionamide). Product: CNC(CC(C1=CC=CC=C1)C1=CC=C2C=CN(C2=C1)C)=O (N-Methyl-3-(1-methyl-1H-indol-6-yl)-3-phenyl-propionamide). As a reaction SMILES: [CH3:1][NH:2][C:3](=[O:22])[CH:4]=[C:5]([C:12]1[CH:20]=[C:19]2[C:15]([CH:16]=[CH:17][N:18]2[CH3:21])=[CH:14][CH:13]=1)[C:6]1[CH:11]=[CH:10][CH:9]=[CH:8][CH:7]=1.N1C2C(=CC=CC=2C(C2C=CC=CC=2)CC(NC)=O)C=C1>>[CH3:1][NH:2][C:3](=[O:22])[CH2:4][CH:5]([C:12]1[CH:20]=[C:19]2[C:15]([CH:16]=[CH:17][N:18]2[CH3:21])=[CH:14][CH:13]=1)[C:6]1[CH:7]=[CH:8][CH:9]=[CH:10][CH:11]=1. Reported procedure: N-Methyl-3-(1-methyl-1H-indol-6-yl)-3-phenyl-propionamide CXLV was prepared from N-Methyl-3-(1-methyl-1H-indol-6-yl)-3-phenyl-acrylamide using the procedure described above for preparation of 3-(1H-Indol-7-yl)-N-methyl-3-phenyl-propionamide XIX (Example 4). The reactants are N#Cc1ccncc1Cl, [H-], [Na+], CN(C)C=O, OCc1ccccc1. Product: N#Cc1ccncc1OCc1ccccc1. As a reaction SMILES: [Cl:11][c:12]1[c:13]([C:14]#[N:15])[cH:16][cH:17][n:18][cH:19]1.[H-:1].[Na+:2].[O:20]=[CH:21][N:22]([CH3:23])[CH3:24].[OH:3][CH2:4][c:5]1[cH:6][cH:7][cH:8][cH:9][cH:10]1>>[O:3]([CH2:4][c:5]1[cH:6][cH:7][cH:8][cH:9][cH:10]1)[c:12]1[c:13]([C:14]#[N:15])[cH:16][cH:17][n:18][cH:19]1. RXN SMILES: C(OC([O:7][C@@H:8]([C@H:10]1[C:40](=[O:41])[N:12]2[C:13]([C:34]([O:36]CC=C)=[O:35])=[C:14]([CH2:17][N:18]3[C:23](=[O:24])[C:22]4[CH:25]=[CH:26][CH:27]=[C:28]5[CH:29]=[CH:30][CH:31]=[C:20]([C:21]=45)[S:19]3(=[O:33])=[O:32])[C@H:15]([CH3:16])[C@H:11]12)[CH3:9])=O)C=C.C1(P(C2C=CC=CC=2)C2C=CC=CC=2)C=CC=CC=1.C(C(CCCC)C([O-])=O)C.[Na+:71].C(OCC)(=O)C.C(C(CCCC)C(O)=O)C>C(OCC)C.C1C=CC([P]([Pd]([P](C2C=CC=CC=2)(C2C=CC=CC=2)C2C=CC=CC=2)([P](C2C=CC=CC=2)(C2C=CC=CC=2)C2C=CC=CC=2)[P](C2C=CC=CC=2)(C2C=CC=CC=2)C2C=CC=CC=2)(C2C=CC=CC=2)C2C=CC=CC=2)=CC=1>[OH:7][C@@H:8]([C@H:10]1[C:40](=[O:41])[N:12]2[C:13]([C:34]([O-:36])=[O:35])=[C:14]([CH2:17][N:18]3[C:23](=[O:24])[C:22]4[CH:25]=[CH:26][CH:27]=[C:28]5[CH:29]=[CH:30][CH:31]=[C:20]([C:21]=45)[S:19]3(=[O:32])=[O:33])[C@H:15]([CH3:16])[C@H:11]12)[CH3:9].[Na+:71] |f:2.3,8.9,^1:96,98,117,136|. The reagents and catalysts are C=1C=CC(=CC1)[P](C=2C=CC=CC2)(C=3C=CC=CC3)[Pd]([P](C=4C=CC=CC4)(C=5C=CC=CC5)C=6C=CC=CC6)([P](C=7C=CC=CC7)(C=8C=CC=CC8)C=9C=CC=CC9)[P](C=1C=CC=CC1)(C=1C=CC=CC1)C=1C=CC=CC1 (tetrakis(triphenylphosphine)palladium(0)). Run at time 5 minute. Reported procedure: The product from step 1 (56 mg, 0.0961 mmol), triphenylphosphine (15 mg, 0.0577 mmol), 0.5M sodium 2-ethyl-hexanoate in ethyl acetate (0.211 mL, 0.106 mmol), 2-ethyl-hexanoic acid (0.0146 mL, 0.106 mmol), and tetrakis(triphenylphosphine)palladium(0) (22 mg, 0.0192 mmol) were combined in anhydrous dimethylfromamide (1 mL). The mixture was stirred at room temperature for 5 minutes, then cooled in an ice bath and stirred at 0-5° C. for 2 hours. The mixture was diluted with diethyl ether (12 mL) to ... Starting materials: C(C)C(C(=O)O)CCCC (2-ethyl-hexanoic acid), C(C=C)OC(=O)O[C@H](C)[C@@H]1[C@@H]2N(C(=C([C@@H]2C)CN2S(C=3C4=C(C2=O)C=CC=C4C=CC3)(=O)=O)C(=O)OCC=C)C1=O (allyl (1S,5R,6S)-6-[1(R)-allyloxycarbonyloxy-ethyl]-1-methyl-2-(1,1,3-trioxo-2,3-dihydro-naphtho[1,8-de][1,2]thiazin-2-ylmethyl)-carbapen-2-em-3-carboxylate), C(C)(=O)OCC (ethyl acetate), C1(=CC=CC=C1)P(C1=CC=CC=C1)C1=CC=CC=C1 (triphenylphosphine), C(C)C(C(=O)[O-])CCCC.[Na+] (sodium 2-ethyl-hexanoate). Solvent: C(C)OCC (diethyl ether). The product is O[C@H](C)[C@@H]1[C@@H]2N(C(=C([C@@H]2C)CN2S(C=3C4=C(C2=O)C=CC=C4C=CC3)(=O)=O)C(=O)[O-])C1=O.[Na+] (Sodium (1S,5R,6S)-6-[1(R)-hydroxy-ethyl]-1-methyl-2-(1,1,3-trioxo-2,3-dihydro-naphtho[1,8-de][1,2]thiazin-2-ylmethyl)-carbapen-2-em-3-carboxylate). Starting materials: CCOC(=O)Cc1nc(NC(=O)c2cc(CC(C)C)cn2Cc2ccc(F)cc2F)sc1Cl, C1CCOC1, CO, [Li+], [OH-], O, O. The product is CC(C)Cc1cc(C(=O)Nc2nc(CC(=O)O)c(Cl)s2)n(Cc2ccc(F)cc2F)c1. As a reaction SMILES: [CH2:1]([CH3:2])[O:3][C:4]([CH2:5][c:6]1[n:7][c:8]([NH:12][C:13](=[O:14])[c:15]2[n:16]([CH2:24][c:25]3[c:26]([F:32])[cH:27][c:28]([F:31])[cH:29][cH:30]3)[cH:17][c:18]([CH2:20][CH:21]([CH3:22])[CH3:23])[cH:19]2)[s:9][c:10]1[Cl:11])=[O:33].[CH2:39]1[O:40][CH2:41][CH2:42][CH2:43]1.[CH3:34][OH:35].[Li+:38].[OH-:37].[OH2:36].[OH2:44]>>[O:3]=[C:4]([CH2:5][c:6]1[n:7][c:8]([NH:12][C:13](=[O:14])[c:15]2[n:16]([CH2:24][c:25]3[c:26]([F:32])[cH:27][c:28]([F:31])[cH:29][cH:30]3)[cH:17][c:18]([CH2:20][CH:21]([CH3:22])[CH3:23])[cH:19]2)[s:9][c:10]1[Cl:11])[OH:33].